The task is: describe an organic reaction: reactants, conditions, products, and yield. This data is from the Open Reaction Database (ORD), a public repository of structured organic reaction records. Starting materials: [OH-].[Na+] (sodium hydroxide), COC(C1=CC(=C(C=C1)OCC1=CC=CC=C1)OC)=O (4-benzyloxy-3-methoxy benzoic acid methyl ester). Procedure details: A solution of sodium hydroxide (2.0 g) in methanol (50 ml) was added to a solution of 4-benzyloxy-3-methoxy benzoic acid methyl ester (4.64 g) in methanol (50 ml) and refluxed for 4 hrs. After removal of methanol under reduced pressure the residue was dissolved in water (150 ml) and washed with ethyl acetate (2×50 ml). The aqueous layer was acidified with 2N hydrochloric acid to pH 2. The precipitated product was collected by filtration which on drying under vacuum provided 4.17 g of 4-benzyloxy... Yields the product C(C1=CC=CC=C1)OC1=C(C=C(C(=O)O)C=C1)OC (4-benzyloxy-3-methoxy benzoic acid). Yield: 94.8%. Solvent: CO (methanol), CO (methanol). RXN SMILES: [OH-].[Na+].C[O:4][C:5](=[O:22])[C:6]1[CH:11]=[CH:10][C:9]([O:12][CH2:13][C:14]2[CH:19]=[CH:18][CH:17]=[CH:16][CH:15]=2)=[C:8]([O:20][CH3:21])[CH:7]=1>CO>[CH2:13]([O:12][C:9]1[CH:10]=[CH:11][C:6]([C:5]([OH:22])=[O:4])=[CH:7][C:8]=1[O:20][CH3:21])[C:14]1[CH:15]=[CH:16][CH:17]=[CH:18][CH:19]=1 |f:0.1|. Reactants: N[C@@H](CC(C)C)C(=O)O (leucine), CC(C)CC(C(=O)O)NC(=O)C(CC1=CC=CC=C1)NC(=O)CNC(=O)CNC(=O)C(CC2=CC=C(C=C2)O)N (leucine enkephalin), tetra-N-butyl ammonium hydroxide, C([C@H]([C@@H](CS)O)O)S (DTT), 6B, C(C)OC(=O)N=C=S (ethoxycarbonyl isothiocyanate), C=1C=CC(=CC1)CN=C=S (BITC), 6A. Run in O (water). Run at temperature 60 celsius. Product: CC(C)C[C@@H](C(=O)O)NC(=O)[C@H](CC=1C=CC=CC1)NC(=O)CNC(=O)CNC(=O)[C@H](CC=2C=CC(=CC2)O)N (Leu-Enkephalin). Reaction SMILES: [CH3:1][CH:2]([CH2:4][CH:5]([NH:9][C:10]([CH:12]([NH:20][C:21]([CH2:23][NH:24][C:25]([CH2:27][NH:28][C:29]([CH:31]([NH2:40])[CH2:32][C:33]1[CH:38]=[CH:37][C:36]([OH:39])=[CH:35][CH:34]=1)=[O:30])=[O:26])=[O:22])[CH2:13][C:14]1[CH:19]=[CH:18][CH:17]=[CH:16][CH:15]=1)=[O:11])[C:6]([OH:8])=[O:7])[CH3:3].C(OC(N=C=S)=O)C.C1C=CC(CN=C=S)=CC=1.C(S)[C@@H](O)[C@H](O)CS.N[C@H](C(O)=O)CC(C)C>O>[CH3:3][CH:2]([CH2:4][C@H:5]([NH:9][C:10]([C@@H:12]([NH:20][C:21]([CH2:23][NH:24][C:25]([CH2:27][NH:28][C:29]([C@@H:31]([NH2:40])[CH2:32][C:33]1[CH:38]=[CH:37][C:36]([OH:39])=[CH:35][CH:34]=1)=[O:30])=[O:26])=[O:22])[CH2:13][C:14]1[CH:19]=[CH:18][CH:17]=[CH:16][CH:15]=1)=[O:11])[C:6]([OH:8])=[O:7])[CH3:1]. Procedure: Immobilized leucine enkephalin (urea linkage) was degraded for two cycles of chemistry. The couplings were performed with ethoxycarbonyl isothiocyanate (instead of BITC) for 5 minutes at 60° C. Cleavages were effected by adding 10 μl of 10% tetra-N-butyl ammonium hydroxide in water containing 1 mg/ml DTT to the dry resin, and heating for 45 minutes at 60° C. Chromatograms are shown in FIGS. 6A and 6B. The cycles were assigned as leucine and phenylalan respectively. The assignments were confirmed... Starting materials: FC=1C(=C2CCN(N3C2=C(C1)C(C(=C3)C(=O)OC)=O)C)O (Methyl 5-Fluoro-4-hydroxy-2,3-dihydro-1-methyl-7-oxo -1H,7H-pyrido[3,2,1-ij]cinnoline-8-carboxylate), N1=CC=CC=C1 (pyridine), CS(=O)(=O)Cl (methane-sulfonyl chloride). The solvent is C(Cl)(Cl)Cl (chloroform). Reaction conditions: time 3 hour. Yields the product FC=1C(=C2CCN(N3C2=C(C1)C(C(C3)C(=O)OC)=O)C)OS(=O)(=O)C (Methyl 5-Fluoro-4-methanesulfonyloxy-2,8-dihydro-1-methyl-7-oxo-1H,7H-pyrido[3,2,1-ij]cinnoline-8-carboxylate). The yield is 67.1%. Reaction SMILES: [F:1][C:2]1[C:3]([OH:21])=[C:4]2[C:9]3=[C:10]([C:12](=[O:19])[C:13]([C:15]([O:17][CH3:18])=[O:16])=[CH:14][N:8]3[N:7]([CH3:20])[CH2:6][CH2:5]2)[CH:11]=1.N1C=CC=CC=1.[CH3:28][S:29](Cl)(=[O:31])=[O:30]>C(Cl)(Cl)Cl>[F:1][C:2]1[C:3]([O:21][S:29]([CH3:28])(=[O:31])=[O:30])=[C:4]2[C:9]3=[C:10]([C:12](=[O:19])[CH:13]([C:15]([O:17][CH3:18])=[O:16])[CH2:14][N:8]3[N:7]([CH3:20])[CH2:6][CH2:5]2)[CH:11]=1. Reported procedure: 304 mg of the compound (167) obtained in Example 44 was added to 2 ml of pyridine, and 120 mg of methane-sulfonyl chloride was added to the solution. The solution was stirred for 3 hours at room temperature. 50 ml of chloroform was added to the solution, and the solution was washed with aqueous 5% citric acid solution. The organic layer was separated, and after drying over magnesium sulfate, the solvent was removed by distillation. To the residue, ethanol was added, and the solid matter was filt... Starting materials: [BH4-].[Na+] (sodium borohydride), C(C1=CC=CC=C1)N1N=C(C(=C1C=1C=CC2=C(CCCO2)C1)C(C(=O)OCC)=O)C(F)(F)F (ethyl 2-[1-benzyl-5-(3,4-dihydro-2H-1-benzopyran-6-yl)-3-(trifluoromethyl)-1H-pyrazol-4-yl]-2-oxoacetate), O (water). The solvent is CO (methanol). Reaction conditions: time 2 hour. Yields the product C(C1=CC=CC=C1)N1N=C(C(=C1C=1C=CC2=C(CCCO2)C1)C(C(=O)OCC)O)C(F)(F)F (ethyl 2-[1-benzyl-5-(3,4-dihydro-2H-1-benzopyran-6-yl)-3-(trifluoromethyl)-1H-pyrazol-4-yl]-2-hydroxyacetate). Isolated yield 100.0%. Reaction SMILES: [BH4-].[Na+].[CH2:3]([N:10]1[C:14]([C:15]2[CH:16]=[CH:17][C:18]3[O:23][CH2:22][CH2:21][CH2:20][C:19]=3[CH:24]=2)=[C:13]([C:25](=[O:31])[C:26]([O:28][CH2:29][CH3:30])=[O:27])[C:12]([C:32]([F:35])([F:34])[F:33])=[N:11]1)[C:4]1[CH:9]=[CH:8][CH:7]=[CH:6][CH:5]=1.O>CO>[CH2:3]([N:10]1[C:14]([C:15]2[CH:16]=[CH:17][C:18]3[O:23][CH2:22][CH2:21][CH2:20][C:19]=3[CH:24]=2)=[C:13]([CH:25]([OH:31])[C:26]([O:28][CH2:29][CH3:30])=[O:27])[C:12]([C:32]([F:33])([F:35])[F:34])=[N:11]1)[C:4]1[CH:5]=[CH:6][CH:7]=[CH:8][CH:9]=1 |f:0.1|. Procedure details: Under a nitrogen atmosphere, sodium borohydride (6.44 mg, 0.17 mmol) was added portionwise to a solution of ethyl 2-[1-benzyl-5-(3,4-dihydro-2H-1-benzopyran-6-yl)-3-(trifluoromethyl)-1H-pyrazol-4-yl]-2-oxoacetate (49e) (78 mg, 0.17 mmol) in anhydrous methanol (2 mL). After 2 hours stirring, water was added (3 mL). The methanol was removed under reduced pressure, and the aqueous layer was extracted with ethyl acetate (2×5 mL). The organic layer was successively washed with water (3 mL) and brine ... RXN SMILES: [Cl:35][C:36]([Cl:37])([Cl:38])[Cl:39].[F:1][C:2]([c:3]1[cH:4][cH:5][c:6]2[c:10]([cH:11]1)[C:9](=[O:12])[O:8][CH2:7]2)([F:13])[F:14].[N:23]#[C:24][C:25]([N:26]=[N:27][C:28]([C:29]#[N:30])([CH3:31])[CH3:32])([CH3:33])[CH3:34].[O:15]=[C:16]1[N:17]([Br:22])[C:18](=[O:19])[CH2:20][CH2:21]1>>[F:1][C:2]([c:3]1[cH:4][cH:5][c:6]2[c:10]([cH:11]1)[C:9](=[O:12])[O:8][CH:7]2[Br:22])([F:13])[F:14]. The product is O=C1OC(Br)c2ccc(C(F)(F)F)cc21. The reactants are ClC(Cl)(Cl)Cl, O=C1OCc2ccc(C(F)(F)F)cc21, CC(C)(C#N)N=NC(C)(C)C#N, O=C1CCC(=O)N1Br. The reactants are [OH-].[Na+] (NaOH), ClC1=CN=C(C2=CC(=CC=C12)S(=O)(=O)NC1(CCCCC1)C(=O)OC)NC(=N)N (methyl 1-{[(4-chloro-1-guanidino-7-isoquinolinyl)sulphonyl]amino}cyclohexanecarboxylate), Cl (HCl). Solvent: CO (MeOH). Conditions: temperature 55 celsius. The product is Cl.ClC1=CN=C(C2=CC(=CC=C12)S(=O)(=O)NC1(CCCCC1)C(=O)O)NC(=N)N (1-{[(4-chloro-1-guanidino-7-isoquinolinyl)sulphonyl]amino}cyclohexanecarboxylic acid hydrochloride). Isolated yield 155.6%. As a reaction SMILES: [OH-].[Na+].[Cl:3][C:4]1[C:13]2[C:8](=[CH:9][C:10]([S:14]([NH:17][C:18]3([C:24]([O:26]C)=[O:25])[CH2:23][CH2:22][CH2:21][CH2:20][CH2:19]3)(=[O:16])=[O:15])=[CH:11][CH:12]=2)[C:7]([NH:28][C:29]([NH2:31])=[NH:30])=[N:6][CH:5]=1.Cl>CO>[ClH:3].[Cl:3][C:4]1[C:13]2[C:8](=[CH:9][C:10]([S:14]([NH:17][C:18]3([C:24]([OH:26])=[O:25])[CH2:23][CH2:22][CH2:21][CH2:20][CH2:19]3)(=[O:15])=[O:16])=[CH:11][CH:12]=2)[C:7]([NH:28][C:29]([NH2:31])=[NH:30])=[N:6][CH:5]=1 |f:0.1,5.6|. Procedure: A solution of NaOH (1 mL, 2 M, 2 mmol) was added to a solution of methyl 1-{[(4-chloro-1-guanidino-7-isoquinolinyl)sulphonyl]amino}cyclohexanecarboxylate (12 mg, 0.027 mmol) in MeOH (4 mL) and the mixture was heated at 50-60° C. for 4 d. The cooled mixture was neutrilised with dilute HCl (1 mL, 2 M) to give a precipitate. The solid was collected by filtration, with copious water washing, and then triturated with EtOAc. The solid was dissolved in conc. HCl, the solvents were evaporated in vacuo a... Reactants: ClC=1C=C(C=C(C1)Cl)C1(CC(=NO1)C1=CC(=C(C(=O)Cl)C=C1)C)C(F)(F)F (4-[5-(3,5-dichlorophenyl)-5-trifluoromethyl-4,5-dihydroisoxazole-3-yl]-2-methylbenzoyl chloride), N1=C(C=CC=C1)C1(CC1)N (1-(2-pyridyl)cyclopropylamine), O (water). Run in ClCCl (dichloromethane). Conditions: time 2 hour. The product is ClC=1C=C(C=C(C1)Cl)C1(CC(=NO1)C1=CC(=C(C(=O)NC2(CC2)C2=NC=CC=C2)C=C1)C)C(F)(F)F (4-[5-(3,5-dichlorophenyl)-5-trifluoromethyl-4,5-dihydroisoxazole-3-yl]-2-methyl-N-[1-(2-pyridyl)cyclopropyl]benzamide). RXN SMILES: [Cl:1][C:2]1[CH:3]=[C:4]([C:9]2([C:24]([F:27])([F:26])[F:25])[O:13][N:12]=[C:11]([C:14]3[CH:22]=[CH:21][C:17]([C:18](Cl)=[O:19])=[C:16]([CH3:23])[CH:15]=3)[CH2:10]2)[CH:5]=[C:6]([Cl:8])[CH:7]=1.[N:28]1[CH:33]=[CH:32][CH:31]=[CH:30][C:29]=1[C:34]1([NH2:37])[CH2:36][CH2:35]1.O>ClCCl>[Cl:1][C:2]1[CH:3]=[C:4]([C:9]2([C:24]([F:25])([F:27])[F:26])[O:13][N:12]=[C:11]([C:14]3[CH:22]=[CH:21][C:17]([C:18]([NH:37][C:34]4([C:29]5[CH:30]=[CH:31][CH:32]=[CH:33][N:28]=5)[CH2:36][CH2:35]4)=[O:19])=[C:16]([CH3:23])[CH:15]=3)[CH2:10]2)[CH:5]=[C:6]([Cl:8])[CH:7]=1. Reported procedure: Into a solution of 0.50 g of 4-[5-(3,5-dichlorophenyl)-5-trifluoromethyl-4,5-dihydroisoxazole-3-yl]-2-methylbenzoyl chloride in 10 mL of dichloromethane, 0.20 g of 1-(2-pyridyl)cyclopropylamine was dropped while stirring and ice-cooling the solution and after the completion of the dropping, the stirring was continued at room temperature for 2 hours. After the completion of the reaction, the reaction mixture was poured into 20 mL of water and extracted with ethyl acetate (20 mL×2). The organic ph... Conditions: time 2 hour. Yields the product Cl.Cl.CC=1C(=C(C=CC1)N(C)C)N (3-Methyl-N,N-dimethylphenylenediamine dihydrochloride). Isolated yield 60.0%. The reagents and catalysts are [Fe] (Iron). Reactants: S(O)(O)(=O)=O (sulphuric acid), Cl (hydrochloric acid), CC=1C=C(N(C)C)C=CC1 (3-methyl-N,N-dimethylaniline), N(=O)[O-].[Na+] (sodium nitrite). Reported procedure: To a 250 cm3 round bottom flask was added water (100 cm3) and the temperature was reduced to 5° C. with an ice bath. To this cooled solution was carefully added sulphuric acid (98%, 22.5 g). To this solution was added 3-methyl-N,N-dimethylaniline (10 g, 74 mmol) and then sodium nitrite (5.6 g, 81.4 mmol), and the solution was stirred at room temperature for 1 hour. Iron (Fe) filings (12.8 g, 229 mmol) were added and the mixture stirred for a further 2 hours. The solution was filtered and then ne... Run in C(C)OCC (diethyl ether), O (water). RXN SMILES: S(=O)(=O)(O)O.[CH3:6][C:7]1[CH:8]=[C:9]([CH:13]=[CH:14][CH:15]=1)[N:10]([CH3:12])[CH3:11].[N:16]([O-])=O.[Na+].[ClH:20]>C(OCC)C.[Fe].O>[ClH:20].[ClH:20].[CH3:6][C:7]1[C:8]([NH2:16])=[C:9]([N:10]([CH3:12])[CH3:11])[CH:13]=[CH:14][CH:15]=1 |f:2.3,8.9.10|. Starting materials: [Na] (sodium), [Na] (sodium), CC(=O)C1=CC=C(C=C1)OC (4-methoxyacetophenone), ClC1=C(C(=O)O)C=CC(=N1)Cl (2,6-Dichloronicotinic acid). The reagents and catalysts are C(C)(=O)[O-].[Cu+2].C(C)(=O)[O-] (copper acetate). Solvent: CCO (EtOH). Run at time 15 minute. Yields the product ClC1=NC(=C(C(=O)O)C=C1)CC(=O)C1=CC=C(C=C1)OC (6-chloro-2-[2-(4-methoxyphenyl)-2-oxo-ethyl]-nicotinic acid). Isolated yield 62.9%. RXN SMILES: [Na].[CH3:2][C:3]([C:5]1[CH:10]=[CH:9][C:8]([O:11][CH3:12])=[CH:7][CH:6]=1)=[O:4].Cl[C:14]1[N:22]=[C:21]([Cl:23])[CH:20]=[CH:19][C:15]=1[C:16]([OH:18])=[O:17]>C([O-])(=O)C.[Cu+2].C([O-])(=O)C.CCO>[Cl:23][C:21]1[CH:20]=[CH:19][C:15]([C:16]([OH:18])=[O:17])=[C:14]([CH2:2][C:3]([C:5]2[CH:10]=[CH:9][C:8]([O:11][CH3:12])=[CH:7][CH:6]=2)=[O:4])[N:22]=1 |f:3.4.5,^1:0|. Reported procedure: Elemental sodium (173 mg, 7.5 mmol) was added to 40 mL of absolute EtOH stirring under nitrogen. After all of the sodium reacted, 4-methoxyacetophenone (1.44 g, 7.5 mmol) was added, and the reaction stirred an additional 15 minutes . 2,6-Dichloronicotinic acid (1 g, 5.2 mmol) and copper acetate (80 mg, 0.65 mmol) was added and the reaction was stirred at reflux for 16 hours. The reaction was cooled to room temperature and quenched with 1 mL concentrated acetic acid. The mixture was concentrated ...